This data is from the Open Reaction Database (ORD), a public repository of structured organic reaction records. The task is: describe an organic reaction: reactants, conditions, products, and yield Starting materials: FC1=CC2=C(C(=NO2)C2=CC(=CC=C2)OC[C@@H]2OC2)C=C1 ((R)-6-fluoro-3-(3-oxiranylmethoxy-phenyl)-benzo[d]isoxazole), C(C)O (ethanol), ClC(C)Cl (dichloroethane). Run in ClC1=CC=C(CN)C=C1 (4-chlorobenzylamine). Product: ClC1=CC=C(CNC[C@H](COC2=CC(=CC=C2)C2=NOC3=C2C=CC(=C3)F)O)C=C1 ((R)-1-(4-chloro-benzylamino)-3-[3-(6-fluoro-benzo[d]isoxazol-3-yl)-phenoxy]-propan-2-ol). As a reaction SMILES: [F:1][C:2]1[CH:21]=[CH:20][C:5]2[C:6]([C:9]3[CH:14]=[CH:13][CH:12]=[C:11]([O:15][CH2:16][C@H:17]4[CH2:19][O:18]4)[CH:10]=3)=[N:7][O:8][C:4]=2[CH:3]=1.[CH2:22](O)[CH3:23].Cl[CH:26]([Cl:28])[CH3:27]>ClC1C=CC(CN)=CC=1>[Cl:28][C:26]1[CH:23]=[CH:22][C:5]([CH2:6][NH:7][CH2:19][C@@H:17]([OH:18])[CH2:16][O:15][C:11]2[CH:12]=[CH:13][CH:14]=[C:9]([C:6]3[C:5]4[CH:20]=[CH:21][C:2]([F:1])=[CH:3][C:4]=4[O:8][N:7]=3)[CH:10]=2)=[CH:4][CH:27]=1. Reported procedure: The title compound is prepared from a mixture of (R)-6-fluoro-3-(3-oxiranylmethoxy-phenyl)-benzo[d]isoxazole in dichloroethane, 4-chlorobenzylamine, and ethanol, essentially as described above in Example 57. Purity by LC/MS=95%, [M+H]+=427. The reactants are FC(C=1C=C(C(=O)NCC(=O)NCC2CCNCC2)C=CC1)(F)F (4-[[N-(3-(trifluoromethyl)benzoyl)glycyl]aminomethyl]piperidine), OC=1C=C(C=O)C=CC1OC (3-hydroxy-4-methoxybenzaldehyde), [BH3-]C#N.[Na+] (NaBH3CN). The solvent is C(C)(=O)O.CO (acetic acid methanol), C(C)(=O)O.CO (acetic acid methanol). Conditions: temperature 60 celsius, time 15 hour. The product is OC=1C=C(CN2CCC(CC2)CNC(CNC(C2=CC(=CC=C2)C(F)(F)F)=O)=O)C=CC1OC (1-[3-hydroxy-4-methoxybenzyl]-4-[[N-(3-(trifluoromethyl)benzoyl)glycyl]aminomethyl]piperidine). As a reaction SMILES: [F:1][C:2]([F:24])([F:23])[C:3]1[CH:4]=[C:5]([CH:20]=[CH:21][CH:22]=1)[C:6]([NH:8][CH2:9][C:10]([NH:12][CH2:13][CH:14]1[CH2:19][CH2:18][NH:17][CH2:16][CH2:15]1)=[O:11])=[O:7].[OH:25][C:26]1[CH:27]=[C:28]([CH:31]=[CH:32][C:33]=1[O:34][CH3:35])[CH:29]=O.[BH3-]C#N.[Na+]>C(O)(=O)C.CO>[OH:25][C:26]1[CH:27]=[C:28]([CH:31]=[CH:32][C:33]=1[O:34][CH3:35])[CH2:29][N:17]1[CH2:18][CH2:19][CH:14]([CH2:13][NH:12][C:10](=[O:11])[CH2:9][NH:8][C:6](=[O:7])[C:5]2[CH:20]=[CH:21][CH:22]=[C:3]([C:2]([F:1])([F:23])[F:24])[CH:4]=2)[CH2:15][CH2:16]1 |f:2.3,4.5|. Reported procedure: A 5% acetic acid/methanol (1.0 mL) solution of 4-[[N-(3-(trifluoromethyl)benzoyl)glycyl]aminomethyl]piperidine (20.0 mg, 0.058 mm ol) and 3-hydroxy-4-methoxybenzaldehyde (33 mg) was added to a 5% acetic acid/methanol (1.0 mL) solution of NaBH3CN (16.5 mg), and the mixture was stirred at 60° C. for 15 hours. The resulting reaction mixture wa's then loaded onto a Varian™ SCX column and washed with methanol (15 mL). The obtained crude product was eluted with a 2 M NH3-methanol (5 mL) and concentrat... Reactants: [Cl-].[Cl-].[Cl-].[Cl-].[Zr+4] (zirconium tetrachloride), C1CCOC1 (THF), O (water), COCCC1=CC=CC1 (2-methoxyethylcyclopentadiene), C1CCOC1 (THF), [K] (potassium). Run at time 2 hour. Yields the product [Cl-].[Cl-].COCCC1(C=CC=C1)[Zr+2]C1(C=CC=C1)CCOC (Bis(2-methoxyethylcyclopentadienyl) Zirconium Dichloride). The yield is 66.0%. Reaction SMILES: [CH3:1][O:2][CH2:3][CH2:4][C:5]1[CH2:9][CH:8]=[CH:7][CH:6]=1.[K].[Cl-:11].[Cl-].[Cl-].[Cl-].[Zr+4:15].O.[CH2:17]1[CH2:21][O:20][CH2:19][CH2:18]1>>[Cl-:11].[Cl-:11].[CH3:1][O:2][CH2:3][CH2:4][C:5]1([Zr+2:15][C:18]2([CH2:17][CH2:21][O:20][CH3:19])[CH:6]=[CH:5][CH:4]=[CH:3]2)[CH:9]=[CH:8][CH:7]=[CH:6]1 |f:2.3.4.5.6,9.10.11,^1:9|. Procedure details: A solution of 4.5 g (37.7 mmol) 2-methoxyethylcyclopentadiene in 50 ml THF was added to 2.20 g (58.0 mmol) clean, dry potassium metal under nitrogen. This was stirred for two hours at room temperature and warmed to 40 20 C. for a further two hours. After cooling, the solution was filtered and the remaining potassium washed, dried and weighed. The yield of potassium 2-methoxyethylcyclopentadienylide (KCp*) was calculated to be 4.20 g (26.4 mmol). The KCp* solution was added to a slurry of 3.03 g ... Reactants: [Br-], BrCCCCCBr, C1CCOC1, [Mg+]C1CCCCC1, [Cl-], [NH4+]. The product is BrCCCCCC1CCCCC1. RXN SMILES: [Br-:8].[Br:1][CH2:2][CH2:3][CH2:4][CH2:5][CH2:6][Br:7].[CH2:18]1[O:19][CH2:20][CH2:21][CH2:22]1.[CH:9]1([Mg+:15])[CH2:10][CH2:11][CH2:12][CH2:13][CH2:14]1.[Cl-:16].[NH4+:17]>>[CH2:2]([CH2:3][CH2:4][CH2:5][CH2:6][Br:7])[CH:9]1[CH2:10][CH2:11][CH2:12][CH2:13][CH2:14]1.